From a dataset of the Open Reaction Database (ORD), a public repository of structured organic reaction records. describe an organic reaction: reactants, conditions, products, and yield The reactants are CNOC, CCN=C=NCCCN(C)C, CC#N, O=C(O)c1ccc2[nH]c(=O)c3cnc(C4CCCCC4)n3c2c1, CCN(C(C)C)C(C)C, Cl, Cl, [Na+], O, On1nnc2ccccc21, O=C([O-])O. Product: CON(C)C(=O)c1ccc2[nH]c(=O)c3cnc(C4CCCCC4)n3c2c1. RXN SMILES: [CH3:25][NH:26][O:27][CH3:28].[CH3:30][N:31]([CH3:32])[CH2:33][CH2:34][CH2:35][N:36]=[C:37]=[N:38][CH2:39][CH3:40].[CH3:66][C:67]#[N:68].[CH:1]1([c:7]2[n:8][cH:9][c:10]3[n:11]2[c:12]2[cH:13][c:14]([C:21](=[O:22])[OH:23])[cH:15][cH:16][c:17]2[nH:18][c:19]3=[O:20])[CH2:2][CH2:3][CH2:4][CH2:5][CH2:6]1.[CH:52]([N:53]([CH2:54][CH3:55])[CH:56]([CH3:57])[CH3:58])([CH3:59])[CH3:60].[ClH:24].[ClH:29].[Na+:61].[OH2:41].[OH:42][n:43]1[c:44]2[cH:45][cH:46][cH:47][cH:48][c:49]2[n:50][n:51]1.[OH:62][C:63](=[O:64])[O-:65]>>[CH:1]1([c:7]2[n:8][cH:9][c:10]3[n:11]2[c:12]2[cH:13][c:14]([C:21](=[O:22])[N:26]([CH3:25])[O:27][CH3:28])[cH:15][cH:16][c:17]2[nH:18][c:19]3=[O:20])[CH2:2][CH2:3][CH2:4][CH2:5][CH2:6]1. The reactants are C(C1=CC=CC=C1)N1C(=NC2=C(C1=O)C(=NS2)C)C(CC)Br (5-benzyl-6-(1-bromo-propyl)-3-methyl-5H-isothiazolo[5,4-d]pyrimidin-4-one), C(=O)(OC(C)(C)C)NCCCN (N-Boc-1,3-diaminopropane). The solvent is CCO (EtOH). Run at temperature 90 celsius. The product is C(C)(C)(C)OC(NCCCNC(CC)C=1N(C(C2=C(N1)SN=C2C)=O)CC2=CC=CC=C2)=O ({3-[1-(5-benzyl-3-methyl-4-oxo-4,5-dihydro-isothiazolo[5,4-d]pyrimidin-6-yl)-propylamino]-propyl}-carbamic acid tert-butyl ester). Isolated yield 52.0%. Reaction SMILES: [CH2:1]([N:8]1[C:13](=[O:14])[C:12]2[C:15]([CH3:18])=[N:16][S:17][C:11]=2[N:10]=[C:9]1[CH:19](Br)[CH2:20][CH3:21])[C:2]1[CH:7]=[CH:6][CH:5]=[CH:4][CH:3]=1.[C:23]([NH:30][CH2:31][CH2:32][CH2:33][NH2:34])([O:25][C:26]([CH3:29])([CH3:28])[CH3:27])=[O:24]>CCO>[C:26]([O:25][C:23](=[O:24])[NH:30][CH2:31][CH2:32][CH2:33][NH:34][CH:19]([C:9]1[N:8]([CH2:1][C:2]2[CH:7]=[CH:6][CH:5]=[CH:4][CH:3]=2)[C:13](=[O:14])[C:12]2[C:15]([CH3:18])=[N:16][S:17][C:11]=2[N:10]=1)[CH2:20][CH3:21])([CH3:29])([CH3:27])[CH3:28]. Reported procedure: A reaction mixture of 32 and N-Boc-1,3-diaminopropane (800 μl) in EtOH (10 ml) was heated at 90° C. for 14 h, then cooled to room temperature and purified by preparative HPLC to give 33 (350 mg) at the yield of 52% for two steps. 33 had an analytical HPLC retention time=3.03 min. (Column: YMC S5 Combiscreen 4.6×50 mm (4 min.); Solvent A=10% MeOH, 90% H2O, 0.2% H3PO4; Solvent B=90% MeOH, 10% H2O, 0.2% H3PO4) 1H-NMR (400 MHz, CDCl3): δ 7.25–7.41 (m, 5H), 5.80 (d, J=16.41 Hz, 1H), 5.16 (d, J=16.41 ... Reactants: BrC=1C(=O)N(C(C1C1=CN(C2=CC=CC=C12)C)=O)C (2-bromo-3-(1-methyl-1H-indol-3-yl)-N-methylmaleimide), C(CC(O)(C(=O)O)CC(=O)O)(=O)O (citric acid), N1C=CC2=CC=CC=C12 (indole), C(C)[Mg]Br (ethylmagnesium bromide). Run in C1(=CC=CC=C1)C (toluene), C1(=CC=CC=C1)C (toluene). Reaction conditions: temperature 40 celsius, time 45 minute. The product is N1C=C(C2=CC=CC=C12)C1=C(C(=O)N(C1=O)C)C1=CN(C2=CC=CC=C12)C (3-(1H-indol-3-yl)-2-(1-methyl-1H-indol-3-yl)-N-methylmaleimide). Isolated yield 95.1%. RXN SMILES: [NH:1]1[C:9]2[C:4](=[CH:5][CH:6]=[CH:7][CH:8]=2)[CH:3]=[CH:2]1.C([Mg]Br)C.Br[C:15]1[C:16]([N:18]([CH3:32])[C:19](=[O:31])[C:20]=1[C:21]1[C:29]2[C:24](=[CH:25][CH:26]=[CH:27][CH:28]=2)[N:23]([CH3:30])[CH:22]=1)=[O:17].C(O)(=O)CC(CC(O)=O)(C(O)=O)O>C1(C)C=CC=CC=1>[NH:1]1[C:9]2[C:4](=[CH:5][CH:6]=[CH:7][CH:8]=2)[C:3]([C:15]2[C:16](=[O:17])[N:18]([CH3:32])[C:19](=[O:31])[C:20]=2[C:21]2[C:29]3[C:24](=[CH:25][CH:26]=[CH:27][CH:28]=3)[N:23]([CH3:30])[CH:22]=2)=[CH:2]1. Reported procedure: To a solution of indole (66 mg, 0.21 mmol) dissolved in toluene (1 mL) was added 0.95M ethylmagnesium bromide (0.5 mL, 0.47 mmol) at 40 ° C., and the whole was stirred at 40° C. for 45 minutes. Successively, a solution of 2-bromo-3-(1-methyl-1H-indol-3-yl)-N-methylmaleimide (66 mg, 0.21 mmol) dissolved in toluene (3 mL) was added thereto, followed by stirring under heating and refluxing for 2 hours. After 20% aqueous citric acid solution (1 mL) was added thereto under ice cooling and the whole w... The reactants are CCOCC (Et2O), CC1(C(C1)C(=O)NC(C(=O)OC(C)(C)C)=CCCC)C (t-butyl 2-(2,2-dimethylcyclopropanecarboxamido)-2-hexenoate), Cl (HCl). Reaction conditions: time 17 hour. The product is CC1(C(C1)C(=O)NC(C(=O)OC(C)(C)C)(C=CCC)OC)C (t-butyl 2-(2,2-dimethylcyclopropanecarboxamido)-2-methoxyhexenoate), Cl (HCl). RXN SMILES: [CH3:1][C:2]1([CH3:20])[CH2:4][CH:3]1[C:5]([NH:7][C:8](=[CH:16][CH2:17][CH2:18][CH3:19])[C:9]([O:11][C:12]([CH3:15])([CH3:14])[CH3:13])=[O:10])=[O:6].[ClH:21].C[CH2:23][O:24]CC>>[CH3:1][C:2]1([CH3:20])[CH2:4][CH:3]1[C:5]([NH:7][C:8]([O:24][CH3:23])([CH:16]=[CH:17][CH2:18][CH3:19])[C:9]([O:11][C:12]([CH3:13])([CH3:15])[CH3:14])=[O:10])=[O:6].[ClH:21]. Procedure details: A solution of 0.84 g (3.0 mmole) of t-butyl 2-(2,2-dimethylcyclopropanecarboxamido)-2-hexenoate in 10 ml of Et2O saturated with anhydrous HCl was allowed to stand at room temperature under a drying tube. After 17 hrs, the solution was evaporated, and the residual gum was dissolved in 10 ml of saturated NaHCO3. This solution was washed with an additional 15 ml of 0.5N HCl, then dried (MgSO4), filtered, and concentrated to give a viscous oil. The oil was crystallized from toluene. Yield of white c... Starting materials: [BH4-].[Na+] (sodium borohydride), O (H2O), [Cl-].[NH4+] (ammonium chloride), C(C1=CC=CC=C1)O[C@@H]1[C@@H](C=O)N(CC[C@H]1O)C(=O)OCC1=CC=CC=C1 (3-O-Benzyl-N-benzyloxycarbonyl-2,6-imino-2,5,6-trideoxy-D-lyxo-hexose). The solvent is CCO (EtOH), C(C)O (ethanol). The product is C(C1=CC=CC=C1)O[C@H]1[C@@H](CCN([C@@H]1CO)C(=O)OCC1=CC=CC=C1)O (4-O-benzyl-N-benzyloxycarbonyl-1,5-imino-1,2,5-trideoxy-D-arabino-hexitol). Yield: 96.9%. Reaction SMILES: [CH2:1]([O:8][C@H:9]1[C@H:16]([OH:17])[CH2:15][CH2:14][N:13]([C:18]([O:20][CH2:21][C:22]2[CH:27]=[CH:26][CH:25]=[CH:24][CH:23]=2)=[O:19])[C@@H:10]1[CH:11]=[O:12])[C:2]1[CH:7]=[CH:6][CH:5]=[CH:4][CH:3]=1.[BH4-].[Na+].O.[Cl-].[NH4+]>C(O)C>[CH2:1]([O:8][C@@H:9]1[C@@H:10]([CH2:11][OH:12])[N:13]([C:18]([O:20][CH2:21][C:22]2[CH:23]=[CH:24][CH:25]=[CH:26][CH:27]=2)=[O:19])[CH2:14][CH2:15][C@H:16]1[OH:17])[C:2]1[CH:7]=[CH:6][CH:5]=[CH:4][CH:3]=1 |f:1.2,4.5|. Procedure: 3-O-Benzyl-N-benzyloxycarbonyl-2,6-imino-2,5,6-trideoxy-D-lyxo-hexose (24) (364 mg, 0.986 mmol) was dissolved in ethanol (5 ml) and treated with a solution of sodium borohydride (30.0 mg, 0.784 mmol) in a 1:1 mixture of EtOH and H2O (2 ml). After 20 minutes excess ammonium chloride was added, the solution concentrated, poured into brine (15 ml) and extracted with dichloromethane (4×20 ml). The organic layers were combined, dried, filtered and evaporated to give 4-O-benzyl-N-benzyloxycarbonyl-1,5... The reactants are C1CCOC1, CCCC[Sn](CCCC)(CCCC)c1cn2cnc(SC)c2s1, CCOC(C)=O, O=C1CCC(=O)N1I. The product is CSc1ncn2cc(I)sc12. Reaction SMILES: [CH2:38]1[O:39][CH2:40][CH2:41][CH2:42]1.[CH3:1][S:2][c:3]1[n:4][cH:5][n:6]2[c:7]1[s:8][c:9]([Sn:11]([CH2:12][CH2:13][CH2:14][CH3:15])([CH2:16][CH2:17][CH2:18][CH3:19])[CH2:20][CH2:21][CH2:22][CH3:23])[cH:10]2.[CH3:32][CH2:33][O:34][C:35](=[O:36])[CH3:37].[I:24][N:25]1[C:26](=[O:27])[CH2:28][CH2:29][C:30]1=[O:31]>>[CH3:1][S:2][c:3]1[n:4][cH:5][n:6]2[c:7]1[s:8][c:9]([I:24])[cH:10]2. Starting materials: CO, [Na+], [OH-], COC(=O)C=Cc1cccc(OCc2nc(-c3ccccc3)c(-c3ccccc3)o2)c1. Yields the product O=C(O)C=Cc1cccc(OCc2nc(-c3ccccc3)c(-c3ccccc3)o2)c1. As a reaction SMILES: [CH3:34][OH:35].[Na+:33].[OH-:32].[c:1]1(-[c:7]2[n:8][c:9]([CH2:18][O:19][c:20]3[cH:21][c:22]([CH:26]=[CH:27][C:28](=[O:29])[O:30][CH3:31])[cH:23][cH:24][cH:25]3)[o:10][c:11]2-[c:12]2[cH:13][cH:14][cH:15][cH:16][cH:17]2)[cH:2][cH:3][cH:4][cH:5][cH:6]1>>[c:1]1(-[c:7]2[n:8][c:9]([CH2:18][O:19][c:20]3[cH:21][c:22]([CH:26]=[CH:27][C:28](=[O:29])[OH:30])[cH:23][cH:24][cH:25]3)[o:10][c:11]2-[c:12]2[cH:13][cH:14][cH:15][cH:16][cH:17]2)[cH:2][cH:3][cH:4][cH:5][cH:6]1. The reactants are C(C1=CC=CC=C1)OC(=O)N[C@@H]1[C@@H](CN(CC1)C=1C=C(C(=O)OC)C=CC1)OCC (methyl cis(±)-3-(4-{[(benzyloxy)carbonyl]amino}-3-ethoxypiperidin-1-yl)benzoate). Reagents/catalysts: [C].[Pd] (palladium-carbon). Product: N[C@@H]1[C@@H](CN(CC1)C=1C=C(C(=O)OC)C=CC1)OCC (Methyl cis(±)-3-(4-amino-3-ethoxypiperidin-1-yl)benzoate). The yield is 22.7%. As a reaction SMILES: C(OC([NH:11][C@H:12]1[CH2:17][CH2:16][N:15]([C:18]2[CH:19]=[C:20]([CH:25]=[CH:26][CH:27]=2)[C:21]([O:23][CH3:24])=[O:22])[CH2:14][C@H:13]1[O:28][CH2:29][CH3:30])=O)C1C=CC=CC=1>[C].[Pd]>[NH2:11][C@H:12]1[CH2:17][CH2:16][N:15]([C:18]2[CH:19]=[C:20]([CH:25]=[CH:26][CH:27]=2)[C:21]([O:23][CH3:24])=[O:22])[CH2:14][C@H:13]1[O:28][CH2:29][CH3:30] |f:1.2|. Reported procedure: The same operation as in Example (160c) was performed using methyl cis(±)-3-(4-{[(benzyloxy)carbonyl]amino}-3-ethoxypiperidin-1-yl)benzoate obtained in Example (48c) (155 mg, 0.38 mmol) and a 10% palladium-carbon catalyst (200 mg), to obtain 24 mg of the title compound as a pale yellow oily substance. The resulting compound was used for the next reaction without purification.